From a dataset of the Open Reaction Database (ORD), a public repository of structured organic reaction records. describe an organic reaction: reactants, conditions, products, and yield As a reaction SMILES: [C:16]([CH3:17])([CH3:18])([CH3:19])[CH:20]1[CH:21]=[C:22]2[CH:23]=[CH:24][CH:25]([CH3:52])[C:26]([CH2:31][CH2:32][CH:33]3[CH2:34][CH:35]([C:44]([CH3:45])([CH3:46])[CH3:47])[CH:36]([O:40][SiH:41]([CH3:42])[CH3:43])[C:37](=[O:39])[O:38]3)([O:48][SiH:49]([CH3:50])[CH3:51])[CH:27]2[CH:28]([OH:30])[CH2:29]1.[CH2:1]([CH3:2])[c:3]1[c:4]([O:5][CH:6]([C:7](=[O:8])[OH:9])[CH2:10][CH3:11])[cH:12][cH:13][cH:14][cH:15]1>>[CH2:1]([CH3:2])[c:3]1[c:4]([O:5][CH:6]([C:7]([O:8][CH:28]2[CH:27]3[C:22](=[CH:21][CH:20]([C:16]([CH3:17])([CH3:18])[CH3:19])[CH2:29]2)[CH:23]=[CH:24][CH:25]([CH3:52])[C:26]3([CH2:31][CH2:32][CH:33]2[CH2:34][CH:35]([C:44]([CH3:45])([CH3:46])[CH3:47])[CH:36]([O:40][SiH:41]([CH3:42])[CH3:43])[C:37](=[O:39])[O:38]2)[O:48][SiH:49]([CH3:50])[CH3:51])=[O:9])[CH2:10][CH3:11])[cH:12][cH:13][cH:14][cH:15]1. Reactants: CC1C=CC2=CC(C(C)(C)C)CC(O)C2C1(CCC1CC(C(C)(C)C)C(O[SiH](C)C)C(=O)O1)O[SiH](C)C, CCc1ccccc1OC(CC)C(=O)O. Product: CCc1ccccc1OC(CC)C(=O)OC1CC(C(C)(C)C)C=C2C=CC(C)C(CCC3CC(C(C)(C)C)C(O[SiH](C)C)C(=O)O3)(O[SiH](C)C)C21. The reactants are ClS(=O)(=O)N=C=O (chlorosulfonyl isocyanate), [Cl-].[Al+3].[Cl-].[Cl-] (aluminum (III) chloride), NC1=NC(=CC(=N1)C)C (2-amino-4,6-dimethylpyrimidine), CN1C(=CC2=CC=CC=C12)C(=O)OC (methyl 1-methyl-1H-indole-2-carboxylate). The solvent is O (H2O), C(Cl)Cl (Methylene chloride), [N+](=O)([O-])C (nitromethane), [N+](=O)([O-])C (nitromethane). Run at time 0.5 hour. Yields the product CC1=NC(=NC(=C1)C)NC(=O)NS(=O)(=O)C1=C(N(C2=CC=CC=C12)C)C(=O)OC (Methyl 3-[[(4,6-dimethylpyrimidin-2-yl)aminocarbonyl]aminosulfonyl]-1-methyl-1H-indole-2-carboxylate). Isolated yield 23.0%. RXN SMILES: [NH2:1][C:2]1[N:7]=[C:6]([CH3:8])[CH:5]=[C:4]([CH3:9])[N:3]=1.Cl[S:11]([N:14]=[C:15]=[O:16])(=[O:13])=[O:12].[CH3:17][N:18]1[C:26]2[C:21](=[CH:22][CH:23]=[CH:24][CH:25]=2)[CH:20]=[C:19]1[C:27]([O:29][CH3:30])=[O:28].[Cl-].[Al+3].[Cl-].[Cl-]>[N+](C)([O-])=O.C(Cl)Cl.O>[CH3:9][C:4]1[CH:5]=[C:6]([CH3:8])[N:7]=[C:2]([NH:1][C:15]([NH:14][S:11]([C:20]2[C:21]3[C:26](=[CH:25][CH:24]=[CH:23][CH:22]=3)[N:18]([CH3:17])[C:19]=2[C:27]([O:29][CH3:30])=[O:28])(=[O:13])=[O:12])=[O:16])[N:3]=1 |f:3.4.5.6|. Procedure: To a stirred suspension of 2.59 g (0.021 mole) of 2-amino-4,6-dimethylpyrimidine in 75 ml dry nitromethane at -10° was added dropwise under nitrogen via syringe 2.0 ml (0.023 mole) of chlorosulfonyl isocyanate at such a rate as to maintain the temperature below 0°. The resulting clear solution was stirred for 0.5 hour at -5° to -10° and then contacted dropwise with a solution of 3.97 g (0.021 mole) of methyl 1-methyl-1H-indole-2-carboxylate dissolved in 40 ml of dry nitromethane. Upon completion... The reactants are BrC1=CC=C(OCC2=C(C(=O)OC)C=CC=C2)C=C1 (Methyl o-(p-bromophenoxymethyl)benzoate), [OH-].[Na+] (sodium hydroxide). Solvent: CO (methanol). Yields the product BrC1=CC=C(OCC2=C(C(=O)O)C=CC=C2)C=C1 (o-(p-Bromophenoxymethyl)benzoic Acid). Reaction SMILES: [Br:1][C:2]1[CH:19]=[CH:18][C:5]([O:6][CH2:7][C:8]2[CH:17]=[CH:16][CH:15]=[CH:14][C:9]=2[C:10]([O:12]C)=[O:11])=[CH:4][CH:3]=1.[OH-].[Na+]>CO>[Br:1][C:2]1[CH:3]=[CH:4][C:5]([O:6][CH2:7][C:8]2[CH:17]=[CH:16][CH:15]=[CH:14][C:9]=2[C:10]([OH:12])=[O:11])=[CH:18][CH:19]=1 |f:1.2|. Reported procedure: Reflux 90 gm. of the crude methyl o-(p-bromophenoxymethyl)benzoate from Step B for 1 hour in a mixture of 500 cc. of methanol and 250 cc. of 10% aqueous sodium hydroxide. Evaporate the methanol and dilute the resulting aqueous solution with an equal volume of water. Acidify with conc. hydrochloric acid. Separate the solids by filtration, wash with water and dry in vacuo to obtain the title product (m.p. 183°-185° C.). The reactants are C(C)(C)(C)OC(=O)NCC(=O)NCC=1SC=CN1 (2-[(N-tert-butoxycarbonylglycyl)amino]methylthiazole), FC(C(=O)O)(F)F (trifluoroacetic acid). Run at time 30 minute. Product: FC(C(=O)NCC(=O)NCC=1SC=CN1)(F)F (2-[(N-trifluoroacetylglycyl)amino]methylthiazole). The yield is 98.0%. As a reaction SMILES: C([O:5][C:6]([NH:8][CH2:9][C:10]([NH:12][CH2:13][C:14]1[S:15][CH:16]=[CH:17][N:18]=1)=[O:11])=O)(C)(C)C.[F:19][C:20]([F:25])([F:24])C(O)=O>>[F:19][C:20]([F:25])([F:24])[C:6]([NH:8][CH2:9][C:10]([NH:12][CH2:13][C:14]1[S:15][CH:16]=[CH:17][N:18]=1)=[O:11])=[O:5]. Procedure: To 2.05 g of the above-obtained 2-[(N-tert-butoxycarbonylglycyl)amino]methylthiazole was added 10 ml of trifluoroacetic acid, and the mixture was stirred at room temperature for 30 minutes. The reaction solution was concentrated under reduced pressure. To the residue were added 10.74 g of ethyl trifluoroacetate and 3.83 g of triethylamine, and the mixture was stirred at room temperature for 30 minutes. The mixture was then concentrated under reduced pressure; and purified by flash column chromat... Reactants: CC1=C(C=CC=C1)NC=1C2=C(N=C(N1)SC)C=CNC2=O (4-[(2-methylphenyl)amino]-2-(methylthio)pyrido[4,3-d]pyrimidin-5(6H)-one), C1=CC(=CC(=C1)Cl)C(=O)OO.NCCCNC(OC(C)(C)C)=O (mCPBA 1,1-dimethylethyl (3-aminopropyl)carbamate), C(=O)(C(F)(F)F)O (TFA). Product: NCCCNC=1N=C(C2=C(N1)C=CNC2=O)NC2=C(C=CC=C2)C (2-[(3-aminopropyl)amino]-4-[(2-methylphenyl)amino]pyrido[4,3-d]pyrimidin-5(6H)-one). As a reaction SMILES: [CH3:1][C:2]1[CH:7]=[CH:6][CH:5]=[CH:4][C:3]=1[NH:8][C:9]1[C:10]2[C:20](=[O:21])[NH:19][CH:18]=[CH:17][C:11]=2[N:12]=[C:13](SC)[N:14]=1.C1C=C(Cl)C=C(C(OO)=O)C=1.[NH2:33][CH2:34][CH2:35][CH2:36][NH:37]C(=O)OC(C)(C)C.C(O)(C(F)(F)F)=O>>[NH2:33][CH2:34][CH2:35][CH2:36][NH:37][C:13]1[N:14]=[C:9]([NH:8][C:3]2[CH:4]=[CH:5][CH:6]=[CH:7][C:2]=2[CH3:1])[C:10]2[C:20](=[O:21])[NH:19][CH:18]=[CH:17][C:11]=2[N:12]=1 |f:1.2|. Procedure details: The compound was prepared from 4-[(2-methylphenyl)amino]-2-(methylthio)pyrido[4,3-d]pyrimidin-5(6H)-one following a procedure (mCPBA/1,1-dimethylethyl (3-aminopropyl)carbamate and TFA) similar to that described for Example 1 (Scheme 2). Reactants: O1C(=NC2=C1C=CC=C2)NC2=CC=C(C=C2)NC2=NC=CC=C2[N+](=O)[O-] (N-(1,3-benzoxazol-2-yl)-N′-(3-nitropyridin-2-yl)benzene-1,4-diamine). Reagents/catalysts: [Pd] (palladium on carbon). Solvent: CO (methanol). The product is O1C(=NC2=C1C=CC=C2)NC2=CC=C(C=C2)NC2=NC=CC=C2N (N2-[4-(1,3-benzoxazol-2-ylamino)phenyl]pyridine-2,3-diamine). Yield: 97.5%. As a reaction SMILES: [O:1]1[C:5]2[CH:6]=[CH:7][CH:8]=[CH:9][C:4]=2[N:3]=[C:2]1[NH:10][C:11]1[CH:16]=[CH:15][C:14]([NH:17][C:18]2[C:23]([N+:24]([O-])=O)=[CH:22][CH:21]=[CH:20][N:19]=2)=[CH:13][CH:12]=1>CO.[Pd]>[O:1]1[C:5]2[CH:6]=[CH:7][CH:8]=[CH:9][C:4]=2[N:3]=[C:2]1[NH:10][C:11]1[CH:12]=[CH:13][C:14]([NH:17][C:18]2[C:23]([NH2:24])=[CH:22][CH:21]=[CH:20][N:19]=2)=[CH:15][CH:16]=1. Reported procedure: A solution of N-(1,3-benzoxazol-2-yl)-N′-(3-nitropyridin-2-yl)benzene-1,4-diamine (0.330 g) in methanol (20 mL) was treated with palladium on carbon (0.060 g, 10% wt on activated carbon) and the mixture was hydrogenated (1 atm H2) for 1 h. After this time, the reaction mixture was filtered through diatomaceous earth. The filtrate was concentrated under reduced pressure to afford N2-[4-(1,3-benzoxazol-2-ylamino)phenyl]pyridine-2,3-diamine (0.294 g) as a yellow solid. The solvent is C(C(CO)(CO)N)O.Cl (Tris-HCl). Reaction conditions: time 3 hour. Starting materials: O([C@H]1[C@H](O)[C@@H](O)[C@@H](O)[C@H](O1)CO)C[C@H]([C@H]([C@H]1[C@@H]([C@H](CC(C(O)=O)(O)O1)O)O)O)O (Galβ1-9Kdn), OC(=O)C1(O)C[C@H](O)[C@@H](NC(=O)C)[C@@H](O1)[C@H](O)[C@H](O)CO (Neu5Ac), [Mg+2].[Cl-].[Cl-] (MgCl2). The yield is 89.0%. Procedure: Neu5Acα2-3Galβ1-9Kdn was prepared first by following the general one-pot two-enzyme α2-3-sialylation system described above from Galβ1-9Kdn (101 mg, 0.22 mmol) in Tris-HCl buffer (100 mM, pH 8.5) containing Neu5Ac (109 mg, 0.33 mmol), CTP (188 mg, 0.33 mmol), MgCl2 (20 mM), NmCSS (0.8 mg), and PmST1 (0.04 mg). The reaction was incubated at 37° C. for 3 h with shaking (120 rpm). The crude product was purified by Bio-Gel P-2 gel filtration to afford the sialoside product Neu5Acα2-3Galβ1-9Kdn (148 ... As a reaction SMILES: [O:1]([CH2:13][C@@H:14]([OH:29])[C@@H:15]([OH:28])[C@@H:16]1[O:25][C:20]([OH:24])([C:21](=[O:23])[OH:22])[CH2:19][C@H:18]([OH:26])[C@H:17]1[OH:27])[C@@H:2]1[O:10][C@H:9]([CH2:11][OH:12])[C@H:7]([OH:8])[C@H:5]([OH:6])[C@H:3]1[OH:4].[OH:30][C:31]([C:33]1([O:44][C@@H:43]([C@@H:45]([C@@H:47]([CH2:49][OH:50])[OH:48])[OH:46])[C@H:38]([NH:39][C:40]([CH3:42])=[O:41])[C@@H:36]([OH:37])[CH2:35]1)O)=[O:32].[Mg+2].[Cl-].[Cl-]>C(O)C(N)(CO)CO.Cl>[OH:32][C:31]([C@@:33]1([O:44][C@@H:43]([C@@H:45]([C@@H:47]([CH2:49][OH:50])[OH:48])[OH:46])[C@H:38]([NH:39][C:40]([CH3:42])=[O:41])[C@@H:36]([OH:37])[CH2:35]1)[O:6][C@H:5]1[C@@H:7]([OH:8])[C@@H:9]([CH2:11][OH:12])[O:10][C@@H:2]([O:1][CH2:13][C@@H:14]([OH:29])[C@@H:15]([OH:28])[C@@H:16]2[O:25][C:20]([OH:24])([C:21](=[O:22])[OH:23])[CH2:19][C@H:18]([OH:26])[C@H:17]2[OH:27])[C@@H:3]1[OH:4])=[O:30] |f:2.3.4,5.6|. Yields the product OC(=O)[C@@]1(O[C@@H]2[C@H]([C@H](OC[C@H]([C@H]([C@H]3[C@@H]([C@H](CC(C(O)=O)(O)O3)O)O)O)O)O[C@@H]([C@@H]2O)CO)O)C[C@H](O)[C@@H](NC(=O)C)[C@@H](O1)[C@H](O)[C@H](O)CO (Neu5Acα2-3Galβ1-9Kdn), sialoside. The reactants are NC12C3C(NC(C3C(C=C1)CC2)=O)=O (1-amino-4-azatricyclo[5.2.2.02,6 ]undec-8-ene-3,5-dione), [H-].[H-].[H-].[H-].[Li+].[Al+3] (LiAlH4), 1-B. Run in O1CCOCC1 (dioxane). The product is NC12C3CNCC3C(C=C1)CC2 (1-Amino-4-azatricyclo[5.2.2.02,6 ]undec-8-ene). RXN SMILES: [NH2:1][C:2]12[CH2:12][CH2:11][CH:8]([CH:9]=[CH:10]1)[CH:7]1[CH:3]2[C:4](=O)[NH:5][C:6]1=O.[H-].[H-].[H-].[H-].[Li+].[Al+3]>O1CCOCC1>[NH2:1][C:2]12[CH2:12][CH2:11][CH:8]([CH:9]=[CH:10]1)[CH:7]1[CH:3]2[CH2:4][NH:5][CH2:6]1 |f:1.2.3.4.5.6|. Procedure: 45 g (0.234 mol) of 1-amino-4-azatricyclo[5.2.2.02,6 ]undec-8-ene-3,5-dione are reduced with 24 g of LiAlH4 in 500 ml of absolute dioxane as under Z 1-B and the mixture is worked up accordingly.